This data is from the Open Reaction Database (ORD), a public repository of structured organic reaction records. The task is: describe an organic reaction: reactants, conditions, products, and yield Starting materials: C(C)(=O)N1CCC(CC1)OC1=CC=C(C=C1)N1CCCC1 (1-Acetyl-4-(4-pyrrolidinophenyloxy)piperidine), C(C)O (ethanol), C([O-])([O-])=O.[K+].[K+] (potassium carbonate). Run in O (water), Cl (hydrochloric acid). Reaction conditions: temperature 100 celsius, time 15 hour. The product is C(\C=C\C(=O)O)(=O)O.N1(CCCC1)C1=CC=C(C=C1)OC1CCNCC1 (4-(4-Pyrrolidinophenyloxy)piperidine fumarate). As a reaction SMILES: C([N:4]1[CH2:9][CH2:8][CH:7]([O:10][C:11]2[CH:16]=[CH:15][C:14]([N:17]3[CH2:21][CH2:20][CH2:19][CH2:18]3)=[CH:13][CH:12]=2)[CH2:6][CH2:5]1)(=O)C.[C:22](=[O:25])([O-:24])[O-].[K+].[K+].C([OH:30])C>O.Cl>[C:11]([OH:30])(=[O:10])/[CH:12]=[CH:13]/[C:22]([OH:24])=[O:25].[N:17]1([C:14]2[CH:13]=[CH:12][C:11]([O:10][CH:7]3[CH2:8][CH2:9][NH:4][CH2:5][CH2:6]3)=[CH:16][CH:15]=2)[CH2:18][CH2:19][CH2:20][CH2:21]1 |f:1.2.3,7.8|. Procedure details: 1-Acetyl-4-(4-pyrrolidinopheyloxy)piperidine (1.5 g) obtained in Example 1 was dissolved in a mixed solvent of ethanol (5 ml), water (5 ml) and conc. hydrochloric acid (5 ml), followed by heating with stirring at 100° C. for 15 hours. The solution was made basic with potassium carbonate and then extracted with ethyl acetate. The extract was dried over anhydrous magnesium sulfate and the solvent was distilled off. The residual oily compound (1.22 g) was dissolved in methanol (30 ml). After fumari... The reactants are BrC=1C=C2CC(CC2=CC1)N (racemic 5-bromo-2-aminoindan), [C@@]12(C(=O)CC(CC1)C2(C)C)CS(=O)(=O)O ((1R)-(−)-10-camphorsulphonic acid). Yields the product BrC=1C=C2C[C@H](CC2=CC1)N ((S)-5-bromo-2-aminoindan), [C@@]12(C(=O)CC(CC1)C2(C)C)CS(=O)(=O)O.BrC=2C=C1C[C@H](CC1=CC2)N ((S)-5-bromo-2-aminoindan (1R)-(−)-10-camphorsulfonate salt). RXN SMILES: [Br:1][C:2]1[CH:3]=[C:4]2[C:8](=[CH:9][CH:10]=1)[CH2:7][CH:6]([NH2:11])[CH2:5]2.[C@@:12]12([CH2:22][S:23]([OH:26])(=[O:25])=[O:24])[C:19]([CH3:21])([CH3:20])[CH:16]([CH2:17][CH2:18]1)[CH2:15][C:13]2=[O:14]>>[Br:1][C:2]1[CH:3]=[C:4]2[C:8](=[CH:9][CH:10]=1)[CH2:7][C@H:6]([NH2:11])[CH2:5]2.[C@@:12]12([CH2:22][S:23]([OH:26])(=[O:24])=[O:25])[C:19]([CH3:21])([CH3:20])[CH:16]([CH2:17][CH2:18]1)[CH2:15][C:13]2=[O:14].[Br:1][C:2]1[CH:3]=[C:4]2[C:8](=[CH:9][CH:10]=1)[CH2:7][C@H:6]([NH2:11])[CH2:5]2 |f:3.4|. Procedure details: The title compound was prepared using a similar method to that described in Prashad et al, Adv. Synth. Catal. 2001, 343, No. 5, pp 461-472: ie by resolution of the free base form of racemic 5-bromo-2-aminoindan using (1R)-(−)-10-camphorsulphonic acid to obtain (S)-5-bromo-2-aminoindan (1R)-(−)-10-camphorsulfonate salt. Reactants: O.[OH-].[Li+] (Lithium hydroxide hydrate), CN1N=CC(=C1)C1=CC=2N(C(=N1)C=1C=NN(C1)C(CC(=O)OC)CC(=O)OC)C=CN2 (dimethyl 3-(4-(7-(1-methyl-1H-pyrazol-4-yl)imidazo[1,2-c]pyrimidin-5-yl)-1H-pyrazol-1-yl)pentanedioate). Solvent: O (water), CO (MeOH). Reaction conditions: time 3 day. Product: CN1N=CC(=C1)C1=CC=2N(C(=N1)C=1C=NN(C1)C(CC(=O)O)CC(=O)O)C=CN2 (3-(4-(7-(1-methyl-1H-pyrazol-4-yl)imidazo[1,2-c]pyrimidin-5-yl)-1H-pyrazol-1-yl)pentanedioic acid). The yield is 65.3%. As a reaction SMILES: O.[OH-].[Li+].[CH3:4][N:5]1[CH:9]=[C:8]([C:10]2[N:15]=[C:14]([C:16]3[CH:17]=[N:18][N:19]([CH:21]([CH2:27][C:28]([O:30]C)=[O:29])[CH2:22][C:23]([O:25]C)=[O:24])[CH:20]=3)[N:13]3[CH:32]=[CH:33][N:34]=[C:12]3[CH:11]=2)[CH:7]=[N:6]1>O.CO>[CH3:4][N:5]1[CH:9]=[C:8]([C:10]2[N:15]=[C:14]([C:16]3[CH:17]=[N:18][N:19]([CH:21]([CH2:27][C:28]([OH:30])=[O:29])[CH2:22][C:23]([OH:25])=[O:24])[CH:20]=3)[N:13]3[CH:32]=[CH:33][N:34]=[C:12]3[CH:11]=2)[CH:7]=[N:6]1 |f:0.1.2|. Reported procedure: Lithium hydroxide hydrate (0.0813 g, 1.94 mmol) was dissolved in water (2 mL) and was added to a solution of dimethyl 3-(4-(7-(1-methyl-1H-pyrazol-4-yl)imidazo[1,2-c]pyrimidin-5-yl)-1H-pyrazol-1-yl)pentanedioate (0.205 g, 0.484 mmol) in MeOH (4 mL). After stirring 3 days the reaction was concentrated to remove the MeOH and was then acidified to pH 4 with 1 N HCl (approximately 2 mL). Cooling resulted in a solid which was filtered and washed with MeOH. The filtrate was slightly concentrated to pr... Starting materials: C(CCC)OC(=O)C1=C(C2=C(C(=N1)Br)C(=NS2)C)O (4-Bromo-7-hydroxy-3-methyl-isothiazolo[4,5-c]pyridine-6-carboxylic acid butyl ester), C1(=CC=CC=C1)B(O)O (phenyl boronic acid). Product: C(CCC)OC(=O)C1=C(C2=C(C(=N1)C1=CC=CC=C1)C(=NS2)C)O (7-Hydroxy-3-methyl-4-phenyl-isothiazolo[4,5-c]pyridine-6-carboxylic acid butyl ester). As a reaction SMILES: [CH2:1]([O:5][C:6]([C:8]1[N:13]=[C:12](Br)[C:11]2[C:15]([CH3:18])=[N:16][S:17][C:10]=2[C:9]=1[OH:19])=[O:7])[CH2:2][CH2:3][CH3:4].[C:20]1(B(O)O)[CH:25]=[CH:24][CH:23]=[CH:22][CH:21]=1>>[CH2:1]([O:5][C:6]([C:8]1[N:13]=[C:12]([C:20]2[CH:25]=[CH:24][CH:23]=[CH:22][CH:21]=2)[C:11]2[C:15]([CH3:18])=[N:16][S:17][C:10]=2[C:9]=1[OH:19])=[O:7])[CH2:2][CH2:3][CH3:4]. Reported procedure: The title compound was synthesized in analogy to Example 1 from 4-Bromo-7-hydroxy-3-methyl-isothiazolo[4,5-c]pyridine-6-carboxylic acid butyl ester and phenyl boronic acid: MS (m/z) 343.1 (M+1). Reactants: C(C1=CC=CC=C1)OC(=O)NCCC(=O)O (3-benzyloxycarbonylamino-propionic acid), [H-].[Na+] (NaH), C(C=C)Br (allyl bromide). Run in CN(C)C=O (DMF), C1CCOC1 (THF), C(CC(O)(C(=O)O)CC(=O)O)(=O)O (citric acid). Reaction conditions: temperature 60 celsius, time 40 hour. The product is C(C=C)N(CCC(=O)O)C(=O)OCC1=CC=CC=C1 (3-(Allyl-benzyloxycarbonyl-amino)-propionic acid). Reaction SMILES: [CH2:1]([O:8][C:9]([NH:11][CH2:12][CH2:13][C:14]([OH:16])=[O:15])=[O:10])[C:2]1[CH:7]=[CH:6][CH:5]=[CH:4][CH:3]=1.[H-].[Na+].[CH2:19](Br)[CH:20]=[CH2:21]>CN(C=O)C.C1COCC1.C(O)(=O)CC(CC(O)=O)(C(O)=O)O>[CH2:21]([N:11]([C:9]([O:8][CH2:1][C:2]1[CH:3]=[CH:4][CH:5]=[CH:6][CH:7]=1)=[O:10])[CH2:12][CH2:13][C:14]([OH:16])=[O:15])[CH:20]=[CH2:19] |f:1.2|. Procedure details: To a solution of 2.5 g (11.2 mmol) 3-benzyloxycarbonylamino-propionic acid in 30 ml DMF and 30 ml THF are added 1.34 g (33.6 mmol, 60% suspension in mineral oil) NaH and the mixture is heated at 60° C. for 3 h. After cooling down 1.42 ml (16.8 mmol) allyl bromide are added. After stirring for 40 h at rt the mixture is diluted with 10% citric acid and extracted three times with EtOAc. The combined organic layers are washed with water, dried with sodium sulfate and the volatiles are removed in vac... Starting materials: ClC1=CC=C(C=C1)C(=CC(=O)OC)C1=CC=C(C=C1)Cl (methyl 3,3-bis(4-chlorophenyl)propenoate). Reagents/catalysts: [Pt](=O)=O (platinum dioxide). Run in CO (MeOH), Cl (hydrochloric acid). Reaction conditions: time 2 hour. The product is ClC1=CC=C(C=C1)C(CC(=O)OC)C1=CC=C(C=C1)Cl (Methyl 3,3-Bis(4-chlorophenyl)propionate). As a reaction SMILES: [Cl:1][C:2]1[CH:7]=[CH:6][C:5]([C:8]([C:14]2[CH:19]=[CH:18][C:17]([Cl:20])=[CH:16][CH:15]=2)=[CH:9][C:10]([O:12][CH3:13])=[O:11])=[CH:4][CH:3]=1>CO.Cl.[Pt](=O)=O>[Cl:1][C:2]1[CH:3]=[CH:4][C:5]([CH:8]([C:14]2[CH:15]=[CH:16][C:17]([Cl:20])=[CH:18][CH:19]=2)[CH2:9][C:10]([O:12][CH3:13])=[O:11])=[CH:6][CH:7]=1. Reported procedure: A suspension of methyl 3,3-bis(4-chlorophenyl)propenoate (Step A, 3.0 g, 14 mmol) and platinum dioxide (0.30 g) in MeOH (20 mL) and 2 M aqueous hydrochloric acid (1 mL) was degassed and filled with hydrogen with a balloon. After stirring at room temperature for 2 h, the reaction mixture was filtered through CELITE diatomaceous earth, and the filtrate was concentrated to dryness. The residue was dissolved in 50 mL ether and was concentrated with 20 g silica gel. The material was loaded onto a sil...